This data is from the Open Reaction Database (ORD), a public repository of structured organic reaction records. The task is: describe an organic reaction: reactants, conditions, products, and yield Reactants: [Li+].C[Si](C)(C)[N-][Si](C)(C)C (LiHMDS), CN1CCN(CC1)C1=CC2=C(NC(=N2)CC(=O)OCC)C=C1 (ethyl [5-(4-methylpiperazin-1-yl)-1H-benzimidazol-2-yl]acetate), NC=1C(=NC=CC1)C#N (3-aminopyridine-2-carbonitrile). The solvent is C1CCOC1 (THF). Run at temperature 40 celsius, time 8 hour. The product is NC1=C(C(NC2=CC=CN=C12)=O)C1=NC2=C(N1)C=CC(=C2)N2CCN(CC2)C (4-Amino-3-[5-(4-methylpiperazin-1-yl)-1H-benzimidazol-2-yl]-1,5-naphthyridin-2(1H)-one). RXN SMILES: [Li+].C[Si]([N-][Si](C)(C)C)(C)C.[CH3:11][N:12]1[CH2:17][CH2:16][N:15]([C:18]2[CH:32]=[CH:31][C:21]3[NH:22][C:23]([CH2:25][C:26]([O:28]CC)=O)=[N:24][C:20]=3[CH:19]=2)[CH2:14][CH2:13]1.[NH2:33][C:34]1[C:35]([C:40]#[N:41])=[N:36][CH:37]=[CH:38][CH:39]=1>C1COCC1>[NH2:41][C:40]1[C:35]2[C:34](=[CH:39][CH:38]=[CH:37][N:36]=2)[NH:33][C:26](=[O:28])[C:25]=1[C:23]1[NH:22][C:21]2[CH:31]=[CH:32][C:18]([N:15]3[CH2:14][CH2:13][N:12]([CH3:11])[CH2:17][CH2:16]3)=[CH:19][C:20]=2[N:24]=1 |f:0.1|. Procedure details: LiHMDS (3.6 eq) was added to ethyl [5-(4-methylpiperazin-1-yl)-1H-benzimidazol-2-yl]acetate (1.0 eq) and 3-aminopyridine-2-carbonitrile (1.0 eq) in THF at 0° C. The reaction was stirred overnight and then heated at 40° C. for 3 hours. The resulting mixture was quenched with an aqueous saturated NH4Cl solution and extracted with EtOAc. The combined organic layers were washed with H2O and brine, dried over Na2SO4, filtered, and concentrated in vacuo to yield a green solid. The crude material was w... The reactants are C(C)(C)(C)OC(NC(C(NC=1N=C(C2=CC=CC=C2C1)C#C[Si](C)(C)C)=O)C)=O (tert-butyl-N-[1-oxo-1-[[1-(2-trimethylsilylethynyl)isoquinolin-3-yl]amino]-propan-2-yl]carbamate), [OH-].[K+] (KOH), CO (MeOH). Solvent: O (water). Conditions: time 2 hour. Product: C(C)(C)(C)OC(NC(C(=O)NC=1N=C(C2=CC=CC=C2C1)C#C)C)=O (tert-butyl-N-[1-[(1-ethynylisoquinolin-3-yl)amino]-1-oxopropan-2-yl]-carbamate). RXN SMILES: [C:1]([O:5][C:6](=[O:29])[NH:7][CH:8]([CH3:28])[C:9](=[O:27])[NH:10][C:11]1[N:12]=[C:13]([C:21]#[C:22][Si](C)(C)C)[C:14]2[C:19]([CH:20]=1)=[CH:18][CH:17]=[CH:16][CH:15]=2)([CH3:4])([CH3:3])[CH3:2].[OH-].[K+].CO>O>[C:1]([O:5][C:6](=[O:29])[NH:7][CH:8]([CH3:28])[C:9]([NH:10][C:11]1[N:12]=[C:13]([C:21]#[CH:22])[C:14]2[C:19]([CH:20]=1)=[CH:18][CH:17]=[CH:16][CH:15]=2)=[O:27])([CH3:4])([CH3:3])[CH3:2] |f:1.2|. Procedure details: A mixture of tert-butyl-N-[1-oxo-1-[[1-(2-trimethylsilylethynyl)isoquinolin-3-yl]amino]-propan-2-yl]carbamate C4a (319 mg, 0.78 mmol), aqueous 1 N KOH solution (3 ml) and MeOH (10 ml) is stirred at RT for 2 h. The mixture is diluted with water and extracted with EtOAc. The combined organic layers are dried over Na2SO4 and concentrated in vacuo and the product purified by RP HPLC. Yield: 225 mg (86%). HPLC-MS: M+H=340; tR=1.84 min (*Method—1). Starting materials: FC=1C=C(C=C(C1C=O)F)B(O)O ((3,5-difluoro-4-formylphenyl)boronic acid), ClC1=CC(=NC(=N1)N)NCC (6-chloro-N4-ethyl-2,4-pyrimidinediamine). Yields the product NC1=NC(=CC(=N1)C1=CC(=C(C=O)C(=C1)F)F)NCC (4-[2-Amino-6-(ethylamino)-4-pyrimidinyl]-2,6-difluorobenzaldehyde). Isolated yield 42.8%. As a reaction SMILES: [F:1][C:2]1[CH:3]=[C:4](B(O)O)[CH:5]=[C:6]([F:10])[C:7]=1[CH:8]=[O:9].Cl[C:15]1[N:20]=[C:19]([NH2:21])[N:18]=[C:17]([NH:22][CH2:23][CH3:24])[CH:16]=1>>[NH2:21][C:19]1[N:20]=[C:15]([C:4]2[CH:3]=[C:2]([F:1])[C:7]([CH:8]=[O:9])=[C:6]([F:10])[CH:5]=2)[CH:16]=[C:17]([NH:22][CH2:23][CH3:24])[N:18]=1. Procedure: The title compound was prepared following the General Procedure A using: (3,5-difluoro-4-formylphenyl)boronic acid (2.54 g, 13.7 mmol) and 6-chloro-N4-ethyl-2,4-pyrimidinediamine (2.36 g, 13.7 mmol). The solid was triturated with EtOAc and filtered to afford the title compound (1.63 g, 43%) as a yellow solid. LC-MS (ES) m/z=279 [M+H]+. The reactants are O=C([O-])[O-], CC#N, CCOC(C)=O, Cn1c(-c2ccc(OC3CCN(C4CCC4)CC3)cc2)nc2c(=O)[nH]ccc2c1=O, O=C([O-])C(F)(F)Cl, [K+], [K+], [Na+]. Yields the product Cn1c(-c2ccc(OC3CCN(C4CCC4)CC3)cc2)nc2c(OC(F)F)nccc2c1=O. Reaction SMILES: [C:39](=[O:40])([O-:41])[O-:42].[CH3:45][C:46]#[N:47].[CH3:48][CH2:49][O:50][C:51](=[O:52])[CH3:53].[CH:1]1([N:5]2[CH2:6][CH2:7][CH:8]([O:11][c:12]3[cH:13][cH:14][c:15](-[c:18]4[n:19]([CH3:30])[c:20](=[O:29])[c:21]5[c:22]([n:23]4)[c:24](=[O:28])[nH:25][cH:26][cH:27]5)[cH:16][cH:17]3)[CH2:9][CH2:10]2)[CH2:2][CH2:3][CH2:4]1.[Cl:31][C:32]([C:33]([O-:34])=[O:35])([F:36])[F:37].[K+:43].[K+:44].[Na+:38]>>[CH:1]1([N:5]2[CH2:6][CH2:7][CH:8]([O:11][c:12]3[cH:13][cH:14][c:15](-[c:18]4[n:19]([CH3:30])[c:20](=[O:29])[c:21]5[c:22]([n:23]4)[c:24]([O:28][CH:32]([F:36])[F:37])[n:25][cH:26][cH:27]5)[cH:16][cH:17]3)[CH2:9][CH2:10]2)[CH2:2][CH2:3][CH2:4]1. Starting materials: NC(C1=CC=CC=C1)C1=CC=CC=C1 (aminodiphenyl-methane), CC1(C(O1)CO)C ((3,3-dimethyloxiranyl)methanol), [OH-].[Na+] (sodium hydroxide). The reagents and catalysts are CC([O-])C.[Ti+4].CC([O-])C.CC([O-])C.CC([O-])C (titanium isopropoxide). Solvent: ClCCl (dichloromethane), ClCCl (dichloromethane), ClCCl (dichloromethane), [Cl-].[Na+].O (brine). Conditions: time 12 hour. Product: C(C1=CC=CC=C1)(C1=CC=CC=C1)NC(C(CO)O)(C)C (3-(benzhydryl-amino)-3-methylbutane-1,2-diol). The yield is 18.2%. As a reaction SMILES: [CH3:1][C:2]1([CH3:7])[O:4][CH:3]1[CH2:5][OH:6].[NH2:8][CH:9]([C:16]1[CH:21]=[CH:20][CH:19]=[CH:18][CH:17]=1)[C:10]1[CH:15]=[CH:14][CH:13]=[CH:12][CH:11]=1.[OH-].[Na+]>ClCCl.[Cl-].[Na+].O.CC(C)[O-].[Ti+4].CC(C)[O-].CC(C)[O-].CC(C)[O-]>[CH:9]([NH:8][C:2]([CH3:7])([CH3:1])[CH:3]([OH:4])[CH2:5][OH:6])([C:16]1[CH:17]=[CH:18][CH:19]=[CH:20][CH:21]=1)[C:10]1[CH:15]=[CH:14][CH:13]=[CH:12][CH:11]=1 |f:2.3,5.6.7,8.9.10.11.12|. Reported procedure: A solution of (3,3-dimethyloxiranyl)methanol (10 g, 98 mmol) in dichloromethane (735 mL) was combined with a solution of titanium isopropoxide (50mL, 169.4mmol) in dichloromethane (100 mL) and a solution of aminodiphenyl-methane (40.6 mL, 235 mmol) in dichloromethane (100 mL), and the reaction mixture was stirred at room temperature for 48 hours. A solution of 10% sodium hydroxide in brine was added and the suspension stirred for an additional 12 hours, filtered and washed with 0.2M hydrochloric... The reactants are CC(C)NC=O, O=P(Cl)(Cl)Cl, c1ccc2c(c1)Cc1ccccc1N2. Product: CC(C)N=CN1c2ccccc2Cc2ccccc21. RXN SMILES: [CH:15]([CH3:16])([CH3:17])[NH:18][CH:19]=[O:20].[P:21]([Cl:22])([Cl:23])([Cl:24])=[O:25].[cH:1]1[cH:2][cH:3][cH:4][c:5]2[c:14]1[CH2:13][c:12]1[c:7]([cH:8][cH:9][cH:10][cH:11]1)[NH:6]2>>[cH:1]1[cH:2][cH:3][cH:4][c:5]2[c:14]1[CH2:13][c:12]1[c:7]([cH:8][cH:9][cH:10][cH:11]1)[N:6]2[CH:19]=[N:18][CH:15]([CH3:16])[CH3:17]. The reactants are NC1CN(N(C1)CC)CC (4-amino-1,2-diethyl pyrazolidine), ON1N=NC2=C1C=CC=C2 (1-hydroxybenzotriazole), Cl.CN(CCCN=C=NCC)C (1-(3-dimethylaminopropyl)-3-ethyl carbodiimide hydrochloride), C(\C=C(/C)\CCC=C(C)C)OC1=C(C(=O)O)C=CC=C1 (2-geranyloxybenzoic acid). Run in ClCCl (dichloromethan). Reaction conditions: time 30 minute. Yields the product C(C)N1N(CC(C1)NC(C1=C(C=CC=C1)OC\C=C(/C)\CCC=C(C)C)=O)CC (N-(1,2-diethyl-4-pyrazolidinyl)-2-geranyloxybenzamide). Yield: 86.3%. RXN SMILES: [CH2:1]([O:11][C:12]1[CH:20]=[CH:19][CH:18]=[CH:17][C:13]=1[C:14]([OH:16])=O)/[CH:2]=[C:3](/[CH2:5][CH2:6][CH:7]=[C:8]([CH3:10])[CH3:9])\[CH3:4].ON1C2C=CC=CC=2N=N1.Cl.CN(C)CCCN=C=NCC.[NH2:43][CH:44]1[CH2:48][N:47]([CH2:49][CH3:50])[N:46]([CH2:51][CH3:52])[CH2:45]1>ClCCl>[CH2:51]([N:46]1[CH2:45][CH:44]([NH:43][C:14](=[O:16])[C:13]2[CH:17]=[CH:18][CH:19]=[CH:20][C:12]=2[O:11][CH2:1]/[CH:2]=[C:3](/[CH2:5][CH2:6][CH:7]=[C:8]([CH3:9])[CH3:10])\[CH3:4])[CH2:48][N:47]1[CH2:49][CH3:50])[CH3:52] |f:2.3|. Procedure details: 2-geranyloxybenzoic acid (1.36 g) was dissolved in dichloromethan (20 ml) and 1-hydroxybenzotriazole (0.80 g) and 1-(3-dimethylaminopropyl)-3-ethyl carbodiimide hydrochloride (1.14 g) were added thereto while being cooled with ice. After the resulting mixture was stirred for 30 minutes, 4-amino-1,2-diethyl pyrazolidine (0.71 g) was added thereto and the mixture was stirred for one night at room temperature. The reaction liquid was washed with brine and then dried over sodium sulfite anhydride. T... The reactants are O=C(Nc1ccc(Br)cc1)C1CN2CCC1CC2, O=C([O-])[O-], COCCOC, Cl, [Cs+], [Cs+], OB(O)c1ccc(F)cc1. The product is Cl, O=C(Nc1ccc(-c2ccc(F)cc2)cc1)C1CN2CCC1CC2. Reaction SMILES: [Br:2][c:3]1[cH:4][cH:5][c:6]([NH:9][C:10](=[O:11])[CH:12]2[CH2:13][N:14]3[CH2:15][CH2:16][CH:17]2[CH2:18][CH2:19]3)[cH:7][cH:8]1.[C:30](=[O:31])([O-:32])[O-:33].[CH3:36][O:37][CH2:38][CH2:39][O:40][CH3:41].[ClH:1].[Cs+:34].[Cs+:35].[OH:20][B:21]([OH:22])[c:23]1[cH:24][cH:25][c:26]([F:27])[cH:28][cH:29]1>>[ClH:1].[c:3]1(-[c:23]2[cH:24][cH:25][c:26]([F:27])[cH:28][cH:29]2)[cH:4][cH:5][c:6]([NH:9][C:10](=[O:11])[CH:12]2[CH2:13][N:14]3[CH2:15][CH2:16][CH:17]2[CH2:18][CH2:19]3)[cH:7][cH:8]1.